The task is: describe an organic reaction: reactants, conditions, products, and yield. This data is from the Open Reaction Database (ORD), a public repository of structured organic reaction records. Starting materials: [Br-], C1CCOC1, N#Cc1cccc(-c2ccncc2C=O)c1, Cc1ccc([Mg+])cc1F. The product is Cc1ccc(C(O)c2cnccc2-c2cccc(C#N)c2)cc1F. As a reaction SMILES: [Br-:17].[CH2:27]1[O:28][CH2:29][CH2:30][CH2:31]1.[CH:1](=[O:2])[c:3]1[cH:4][n:5][cH:6][cH:7][c:8]1-[c:9]1[cH:10][c:11]([C:12]#[N:13])[cH:14][cH:15][cH:16]1.[F:18][c:19]1[cH:20][c:21]([Mg+:26])[cH:22][cH:23][c:24]1[CH3:25]>>[CH:1]([OH:2])([c:3]1[cH:4][n:5][cH:6][cH:7][c:8]1-[c:9]1[cH:10][c:11]([C:12]#[N:13])[cH:14][cH:15][cH:16]1)[c:21]1[cH:20][c:19]([F:18])[c:24]([CH3:25])[cH:23][cH:22]1. Reactants: C(C)(=O)[O-].[Na+] (Sodium acetate), FC(OC1=CC=C(C=C1)N1N=C(N=C1)C=1C=C(C=CC1)CCCN)(F)F (3-(3-(1-(4-(trifluoromethoxy)phenyl)-1H-1,2,4-triazol-3-yl)phenyl)propan-1-amine), CC=1C=CC(=C(C1)NC(=S)N)CCC (1-(5-methyl-2-propylphenyl)thiourea). Yields the product CC=1C=CC(=C(C1)NC(=S)NC(=O)NCCCC1=CC(=CC=C1)C1=NN(C=N1)C1=CC=C(C=C1)OC(F)(F)F)CCC (1-[(5-methyl-2-propyl-phenyl)carbamothioyl]-3-[3-[3-[1-[4-(trifluoromethoxy)phenyl]-1H-1,2,4-triazol-3-yl]phenyl]propyl]urea), solid. Isolated yield 40.0%. RXN SMILES: [F:1][C:2]([F:26])([F:25])[O:3][C:4]1[CH:9]=[CH:8][C:7]([N:10]2[CH:14]=[N:13][C:12]([C:15]3[CH:16]=[C:17]([CH2:21][CH2:22][CH2:23][NH2:24])[CH:18]=[CH:19][CH:20]=3)=[N:11]2)=[CH:6][CH:5]=1.[CH3:27][C:28]1[CH:29]=[CH:30][C:31]([CH2:38][CH2:39][CH3:40])=[C:32]([NH:34][C:35]([NH2:37])=[S:36])[CH:33]=1.[C:41]([O-])(=[O:43])C.[Na+]>>[CH3:27][C:28]1[CH:29]=[CH:30][C:31]([CH2:38][CH2:39][CH3:40])=[C:32]([NH:34][C:35]([NH:37][C:41]([NH:24][CH2:23][CH2:22][CH2:21][C:17]2[CH:18]=[CH:19][CH:20]=[C:15]([C:12]3[N:13]=[CH:14][N:10]([C:7]4[CH:6]=[CH:5][C:4]([O:3][C:2]([F:1])([F:25])[F:26])=[CH:9][CH:8]=4)[N:11]=3)[CH:16]=2)=[O:43])=[S:36])[CH:33]=1 |f:2.3|. Reported procedure: The title compound was prepared as described in Example 63 using 3-(3-(1-(4-(trifluoromethoxy)phenyl)-1H-1,2,4-triazol-3-yl)phenyl)propan-1-amine (CA18) and 1-(5-methyl-2-propylphenyl)thiourea (CA38). Sodium acetate was used in place of sodium bicarbonate. The title compound was isolated as a white solid (0.134 g, 40%): 1H NMR (400 MHz, DMSO-d6) δ 12.01 (s, 1H), 10.04 (s, 1H), 9.40 (s, 1H), 8.14-8.04 (m, 2H), 8.03-7.92 (m, 2H), 7.68-7.57 (m, 2H), 7.45 (t, J=7.6 Hz, 1H), 7.42-7.32 (m, 2H), 7.11 (... The reactants are O=C1C=2C=CC=CC2CN1C. The reagents and catalysts are O=C(NC=1C=CC=CC1C=2C=NC(=CC2)C3=NC=CC=C3)NC4CCCCC4, O1B(OC(C)(C)C1(C)C)B2OC(C)(C)C(O2)(C)C, C[OH2+].C[OH2+].C1CC=CCCC=C1.C1CC=CCCC=C1.[Ir].[Ir]. Solvent: C=1C=C(C=CC1C)C. Run at temperature 35 celsius, time 24 hour. Yields the product O=C1C2=CC(=CC=C2CN1C)B3OC(C)(C)C(O3)(C)C, O=C1C2=CC=C(C=C2CN1C)B3OC(C)(C)C(O3)(C)C. The yield is 12.0%. The reactants are CCCCCC(CC(=O)Nc1cc(C(N)=O)ccc1C(C)(C)C)c1ccc(COC(C)=O)cc1OC, CO, [Na+], [OH-]. Product: CCCCCC(CC(=O)Nc1cc(C(N)=O)ccc1C(C)(C)C)c1ccc(CO)cc1OC. Reaction SMILES: [C:3]([CH3:4])([CH3:5])([CH3:6])[c:7]1[c:8]([NH:16][C:17]([CH2:18][CH:19]([CH2:20][CH2:21][CH2:22][CH2:23][CH3:24])[c:25]2[c:26]([O:36][CH3:37])[cH:27][c:28]([CH2:31][O:32][C:33](=[O:34])[CH3:35])[cH:29][cH:30]2)=[O:38])[cH:9][c:10]([C:13]([NH2:14])=[O:15])[cH:11][cH:12]1.[CH3:39][OH:40].[Na+:2].[OH-:1]>>[C:3]([CH3:4])([CH3:5])([CH3:6])[c:7]1[c:8]([NH:16][C:17]([CH2:18][CH:19]([CH2:20][CH2:21][CH2:22][CH2:23][CH3:24])[c:25]2[c:26]([O:36][CH3:37])[cH:27][c:28]([CH2:31][OH:32])[cH:29][cH:30]2)=[O:38])[cH:9][c:10]([C:13]([NH2:14])=[O:15])[cH:11][cH:12]1. Reactants: [CH2]C, CN(C)C(=O)CCl, Cl, O=C(c1ccc(F)cc1)C1CCN(CCn2c(=O)[nH]c3ccccc3c2=O)CC1, [H-], [Na+], CN(C)C=O, O. Yields the product Cl, CN(C)C(=O)Cn1c(=O)n(CCN2CCC(C(=O)c3ccc(F)cc3)CC2)c(=O)c2ccccc21. As a reaction SMILES: [CH2:39][CH3:40].[Cl:32][CH2:33][C:34](=[O:35])[N:36]([CH3:37])[CH3:38].[ClH:41].[F:1][c:2]1[cH:3][cH:4][c:5]([C:6](=[O:7])[CH:8]2[CH2:9][CH2:10][N:11]([CH2:14][CH2:15][n:16]3[c:17](=[O:27])[nH:18][c:19]4[cH:20][cH:21][cH:22][cH:23][c:24]4[c:25]3=[O:26])[CH2:12][CH2:13]2)[cH:28][cH:29]1.[H-:31].[Na+:30].[O:42]=[CH:43][N:44]([CH3:45])[CH3:46].[OH2:47]>>[ClH:32].[F:1][c:2]1[cH:3][cH:4][c:5]([C:6](=[O:7])[CH:8]2[CH2:9][CH2:10][N:11]([CH2:14][CH2:15][n:16]3[c:17](=[O:27])[n:18]([CH2:33][C:34](=[O:35])[N:36]([CH3:37])[CH3:38])[c:19]4[cH:20][cH:21][cH:22][cH:23][c:24]4[c:25]3=[O:26])[CH2:12][CH2:13]2)[cH:28][cH:29]1. Starting materials: CCOC(C)=O, ClCCl, Nc1ccccc1, Nc1cc(Cl)c([N+](=O)[O-])cc1O, Nc1ccc(Cc2ccncc2)cc1. Yields the product O=C(Nc1ccc(Cc2ccncc2)cc1)Nc1cc(Cl)c([N+](=O)[O-])cc1O. RXN SMILES: [CH3:34][CH2:35][O:36][C:37]([CH3:38])=[O:39].[Cl:40][CH2:41][Cl:42].[NH2:15][c:16]1[cH:17][cH:18][cH:19][cH:20][cH:21]1.[NH2:22][c:23]1[c:24]([OH:33])[cH:25][c:26]([N+:30](=[O:31])[O-:32])[c:27]([Cl:29])[cH:28]1.[n:1]1[cH:2][cH:3][c:4]([CH2:7][c:8]2[cH:9][cH:10][c:11]([NH2:12])[cH:13][cH:14]2)[cH:5][cH:6]1>>[n:1]1[cH:2][cH:3][c:4]([CH2:7][c:8]2[cH:9][cH:10][c:11]([NH:12][C:35]([NH:22][c:23]3[c:24]([OH:33])[cH:25][c:26]([N+:30](=[O:31])[O-:32])[c:27]([Cl:29])[cH:28]3)=[O:36])[cH:13][cH:14]2)[cH:5][cH:6]1. Reactants: COc1cccc(C2=CC(=O)CCC2CN(C)C)c1, Cc1ccccc1, [Cl-], Clc1ccc(C[P+](c2ccccc2)(c2ccccc2)c2ccccc2)cc1. The product is COc1cccc(C2=CC(=Cc3ccc(Cl)cc3)CCC2CN(C)C)c1. Reaction SMILES: [CH3:29][N:30]([CH3:31])[CH2:32][CH:33]1[C:34]([c:40]2[cH:41][c:42]([O:46][CH3:47])[cH:43][cH:44][cH:45]2)=[CH:35][C:36](=[O:39])[CH2:37][CH2:38]1.[CH3:48][c:49]1[cH:50][cH:51][cH:52][cH:53][cH:54]1.[Cl-:1].[Cl:2][c:3]1[cH:4][cH:5][c:6]([CH2:7][P+:8]([c:9]2[cH:10][cH:11][cH:12][cH:13][cH:14]2)([c:15]2[cH:16][cH:17][cH:18][cH:19][cH:20]2)[c:21]2[cH:22][cH:23][cH:24][cH:25][cH:26]2)[cH:27][cH:28]1>>[Cl:2][c:3]1[cH:4][cH:5][c:6]([CH:7]=[C:36]2[CH:35]=[C:34]([c:40]3[cH:41][c:42]([O:46][CH3:47])[cH:43][cH:44][cH:45]3)[CH:33]([CH2:32][N:30]([CH3:29])[CH3:31])[CH2:38][CH2:37]2)[cH:27][cH:28]1. Reactants: C(C)(=O)NC1=CC2=C(OC([C@H]([C@@H]2N2C(CCC2)=O)O)(C)C)C=C1[N+](=O)[O-] (6-acetamido-3,4-dihydro-trans-4-(2-ketopyrrolidinyl)-2,2-dimethyl-7-nitro-2-H-benzo[b]pyran-3-ol), Cl (HCl), C(C)O (ethanol). Solvent: O (water), [OH-].[Na+] (sodium hydroxide). The product is NC1=CC2=C(OC([C@H]([C@@H]2N2C(CCC2)=O)O)(C)C)C=C1[N+](=O)[O-] (6-amino-3,4-dihydro-trans-4-(2-ketopyrrolidinyl)-2,2-dimethyl-7-nitro-2H-benzo[b]pyran-3-ol). The yield is 113.1%. As a reaction SMILES: C([NH:4][C:5]1[C:23]([N+:24]([O-:26])=[O:25])=[CH:22][C:8]2[O:9][C:10]([CH3:21])([CH3:20])[C@@H:11]([OH:19])[C@H:12]([N:13]3[CH2:17][CH2:16][CH2:15][C:14]3=[O:18])[C:7]=2[CH:6]=1)(=O)C.Cl.C(O)C>O.[OH-].[Na+]>[NH2:4][C:5]1[C:23]([N+:24]([O-:26])=[O:25])=[CH:22][C:8]2[O:9][C:10]([CH3:20])([CH3:21])[C@@H:11]([OH:19])[C@H:12]([N:13]3[CH2:17][CH2:16][CH2:15][C:14]3=[O:18])[C:7]=2[CH:6]=1 |f:4.5|. Reported procedure: The compound of Example 1 (130 mg), 5N HCl (5 ml) and ethanol (9 ml) were heated under reflux for 3 h. After cooling, the reaction mixture was diluted with water and basified with dilute sodium hydroxide solution, extracted with ethyl acetate, and dried with anhydrous magnesium sulphate. Removal of drying agent and evaporation gave a red solid (130 mg). Recrystallisation from ethyl acetate-pentane gave the nitroamine (40 mg) as brick red crystals of m.p. 244°-245° C. The reactants are NC1=CC=C(C=C1)C1=NN2C(C(=N1)N1CCOCC1)=CC(=C2)C(=O)N(C)C (2-(p-aminophenyl)-N,N-dimethyl-4-morpholinopyrrolo[2,1-f][1,2,4]triazine-6-carboxamide), OCC=1C=C(C=CC1)C1=NN2C(C(=N1)N1CCOCC1)=CC(=C2)C(=O)O (2-(3-(hydroxymethyl)phenyl)-4-morpholinopyrrolo[2,1-f][1,2,4]triazine-6-carboxylic acid), solid. Product: OCC=1C=C(C=CC1)C1=NN2C(C(=N1)N1CCOCC1)=CC(=C2)C(=O)N(C)C (2-(3-(hydroxymethyl)phenyl)-N,N-dimethyl-4-morpholinopyrrolo[2,1-f][1,2,4]triazine-6-carboxamide). Reaction SMILES: N[C:2]1[CH:7]=[CH:6][C:5]([C:8]2[N:13]=[C:12]([N:14]3[CH2:19][CH2:18][O:17][CH2:16][CH2:15]3)[C:11]3=[CH:20][C:21]([C:23]([N:25]([CH3:27])[CH3:26])=[O:24])=[CH:22][N:10]3[N:9]=2)=[CH:4][CH:3]=1.[OH:28][CH2:29]C1C=C(C2N=C(N3CCOCC3)C3=CC(C(O)=O)=CN3N=2)C=CC=1>>[OH:28][CH2:29][C:7]1[CH:6]=[C:5]([C:8]2[N:13]=[C:12]([N:14]3[CH2:15][CH2:16][O:17][CH2:18][CH2:19]3)[C:11]3=[CH:20][C:21]([C:23]([N:25]([CH3:26])[CH3:27])=[O:24])=[CH:22][N:10]3[N:9]=2)[CH:4]=[CH:3][CH:2]=1. Reported procedure: Compound 18 was prepared by the method which was identical with that for preparing compound 12a, wherein compound 17 (92 mg, 0.26 mmol) was used as the starting material. White solid (80 mg, 80.8%). m.p. 170-171° C. 1H NMR (300 MHz, CDCl3): δ 8.22 (s, 1H), 8.20-8.17 (m, 1H), 7.84 (d, J=1.5 Hz, 1H), 7.46-7.43 (m, 2H), 7.04 (d, J=1.5 Hz, 1H), 4.77 (s, 2H), 4.11 (t, J=4.7 Hz, 4H), 3.87 (t, J=4.7 Hz, 4H), 3.20 (br, s, 6H). LC-MS: 382 (M+1).